This data is from the Open Reaction Database (ORD), a public repository of structured organic reaction records. The task is: describe an organic reaction: reactants, conditions, products, and yield The reactants are COc1cc(NC(=O)C2CCC3CN2C(=O)N3O)ccn1, O=S(=O)=O, c1ccncc1, c1ccncc1. Product: COc1cc(NC(=O)C2CCC3CN2C(=O)N3OS(=O)(=O)O)ccn1. RXN SMILES: [OH:1][N:2]1[CH:3]2[CH2:4][CH2:5][CH:6]([C:11](=[O:12])[NH:13][c:14]3[cH:15][c:16]([O:20][CH3:21])[n:17][cH:18][cH:19]3)[N:7]([C:8]1=[O:9])[CH2:10]2.[S:28](=[O:29])(=[O:30])=[O:31].[cH:32]1[cH:33][cH:34][n:35][cH:36][cH:37]1.[n:22]1[cH:23][cH:24][cH:25][cH:26][cH:27]1>>[O:1]([N:2]1[CH:3]2[CH2:4][CH2:5][CH:6]([C:11](=[O:12])[NH:13][c:14]3[cH:15][c:16]([O:20][CH3:21])[n:17][cH:18][cH:19]3)[N:7]([C:8]1=[O:9])[CH2:10]2)[S:28](=[O:29])(=[O:30])[OH:31]. The reactants are C(C)(=O)Cl (acetyl chloride), ClC(C(C(C(C(C)(C)C)=O)N1N=CN=C1)O)(Cl)Cl (1,1,1-trichloro-2-hydroxy-3-(1,2,4-triazol-1-yl)-5,5-dimethyl-hexan-4-one). Solvent: CN(C=O)C (dimethylformamide). The product is ClC(C(C(C(C(C)(C)C)=O)N1N=CN=C1)OC(C)=O)(Cl)Cl (1,1,1-trichloro-2-acetoxy-3-(1,2,4-triazol-1-yl)-5,5-dimethylhexan-4-one). The yield is 40.1%. Reaction SMILES: [C:1](Cl)(=[O:3])[CH3:2].[Cl:5][C:6]([Cl:22])([Cl:21])[CH:7]([OH:20])[CH:8]([N:15]1[CH:19]=[N:18][CH:17]=[N:16]1)[C:9](=[O:14])[C:10]([CH3:13])([CH3:12])[CH3:11]>CN(C)C=O>[Cl:22][C:6]([Cl:5])([Cl:21])[CH:7]([O:20][C:1](=[O:3])[CH3:2])[CH:8]([N:15]1[CH:19]=[N:18][CH:17]=[N:16]1)[C:9](=[O:14])[C:10]([CH3:12])([CH3:13])[CH3:11]. Procedure details: 8.0 g (0.1 mol) of acetyl chloride were added to 31.5 g (0.1 mol) of 1,1,1-trichloro-2-hydroxy-3-(1,2,4-triazol-1-yl)-5,5-dimethyl-hexan-4-one in 100 ml of dimethylformamide at room temperature. Thereafter, the mixture was heated under reflux for 4 hours. It was left to cool and concentrated by distilling off the solvent in vacuo. The residue was taken up in methylene chloride and the methylene chloride solution was washed with aqueous sodium bicarbonate solution and dried over sodium sulphate. ... Starting materials: BrCc1ccccc1, O=C([O-])[O-], CN(C)C=O, [K+], [K+], OCc1ccc(O)cc1. Yields the product OCc1ccc(OCc2ccccc2)cc1. Reaction SMILES: [Br:16][CH2:17][c:18]1[cH:19][cH:20][cH:21][cH:22][cH:23]1.[C:10](=[O:11])([O-:12])[O-:13].[CH3:24][N:25]([CH3:26])[CH:27]=[O:28].[K+:14].[K+:15].[OH:1][c:2]1[cH:3][cH:4][c:5]([CH2:6][OH:7])[cH:8][cH:9]1>>[O:1]([c:2]1[cH:3][cH:4][c:5]([CH2:6][OH:7])[cH:8][cH:9]1)[CH2:17][c:18]1[cH:19][cH:20][cH:21][cH:22][cH:23]1. Starting materials: CC(C)(C)OC(=O)N1CC(N)C(O)C1, CCSC1=NC(=O)C(=Cc2ccc3c(cnn3Cc3ccc(Cl)cc3C(F)(F)F)c2)S1. Yields the product CC(C)(C)OC(=O)N1CC(O)C(NC2=NC(=O)C(=Cc3ccc4c(cnn4Cc4ccc(Cl)cc4C(F)(F)F)c3)S2)C1. As a reaction SMILES: [C:32]([CH3:33])([CH3:34])([CH3:35])[O:36][C:37](=[O:38])[N:39]1[CH2:40][CH:41]([NH2:45])[CH:42]([OH:44])[CH2:43]1.[Cl:1][c:2]1[cH:3][c:4]([C:28]([F:29])([F:30])[F:31])[c:5]([CH2:6][n:7]2[n:8][cH:9][c:10]3[cH:11][c:12]([CH:16]=[C:17]4[C:18](=[O:25])[N:19]=[C:20]([S:22][CH2:23][CH3:24])[S:21]4)[cH:13][cH:14][c:15]23)[cH:26][cH:27]1>>[Cl:1][c:2]1[cH:3][c:4]([C:28]([F:29])([F:30])[F:31])[c:5]([CH2:6][n:7]2[n:8][cH:9][c:10]3[cH:11][c:12]([CH:16]=[C:17]4[C:18](=[O:25])[N:19]=[C:20]([NH:45][CH:41]5[CH2:40][N:39]([C:37]([O:36][C:32]([CH3:33])([CH3:34])[CH3:35])=[O:38])[CH2:43][CH:42]5[OH:44])[S:21]4)[cH:13][cH:14][c:15]23)[cH:26][cH:27]1.